Dataset: the Open Reaction Database (ORD), a public repository of structured organic reaction records. Task: describe an organic reaction: reactants, conditions, products, and yield Reactants: CCCCc1nc(Cl)c(CO)n1Cc1ccc(OCc2ccccc2C#N)cc1, CC(C)(C)[O-], CI, CS(C)=O, [K+], O. Yields the product CCCCc1nc(Cl)c(COC)n1Cc1ccc(OCc2ccccc2C#N)cc1. RXN SMILES: [C:1](#[N:2])[c:3]1[c:4]([CH2:5][O:6][c:7]2[cH:8][cH:9][c:10]([CH2:11][n:12]3[c:13]([CH2:20][CH2:21][CH2:22][CH3:23])[n:14][c:15]([Cl:19])[c:16]3[CH2:17][OH:18])[cH:24][cH:25]2)[cH:26][cH:27][cH:28][cH:29]1.[CH3:30][C:31]([CH3:32])([O-:33])[CH3:34].[CH3:36][I:37].[CH3:39][S:40](=[O:41])[CH3:42].[K+:35].[OH2:38]>>[C:1](#[N:2])[c:3]1[c:4]([CH2:5][O:6][c:7]2[cH:8][cH:9][c:10]([CH2:11][n:12]3[c:13]([CH2:20][CH2:21][CH2:22][CH3:23])[n:14][c:15]([Cl:19])[c:16]3[CH2:17][O:18][CH3:30])[cH:24][cH:25]2)[cH:26][cH:27][cH:28][cH:29]1.